This data is from the Open Reaction Database (ORD), a public repository of structured organic reaction records. The task is: describe an organic reaction: reactants, conditions, products, and yield Reactants: P (hydrogen phosphide), C=C(C)C (isobutene). The product is C(C(C)C)P(CC(C)C)CC(C)C (triisobutylphosphine). The yield is 13.5%. Reaction SMILES: [PH3:1].[CH2:2]=[C:3]([CH3:5])[CH3:4]>>[CH2:2]([P:1]([CH2:2][CH:3]([CH3:5])[CH3:4])[CH2:2][CH:3]([CH3:5])[CH3:4])[CH:3]([CH3:5])[CH3:4]. Reported procedure: By subjecting a mixture of hydrogen phosphide and isobutene in a glass vessel to irradiation with ultraviolet light at 20° C., it is also possible by the process just described to produce triisobutylphosphine, which is obtained in a yield of about 13.5%, after 150 minutes. The reactants are Clc1nc(N2CCOCC2)c2ncc(Br)cc2n1, [Na+], [Na+], O=C([O-])[O-], CN(C)C=O, O, Cl[Pd]Cl, c1ccc(P(c2ccccc2)c2ccccc2)cc1, c1ccc(P(c2ccccc2)c2ccccc2)cc1, OB(O)c1cncnc1. The product is Clc1nc(N2CCOCC2)c2ncc(-c3cncnc3)cc2n1. As a reaction SMILES: [Br:1][c:2]1[cH:3][c:4]2[n:5][c:6]([Cl:18])[n:7][c:8]([N:12]3[CH2:13][CH2:14][O:15][CH2:16][CH2:17]3)[c:9]2[n:10][cH:11]1.[Na+:28].[Na+:29].[O-:30][C:31](=[O:32])[O-:33].[O:34]=[CH:35][N:36]([CH3:37])[CH3:38].[OH2:80].[Pd:39]([Cl:40])[Cl:41].[c:42]1([P:43]([c:44]2[cH:45][cH:46][cH:47][cH:48][cH:49]2)[c:50]2[cH:51][cH:52][cH:53][cH:54][cH:55]2)[cH:56][cH:57][cH:58][cH:59][cH:60]1.[c:61]1([P:62]([c:63]2[cH:64][cH:65][cH:66][cH:67][cH:68]2)[c:69]2[cH:70][cH:71][cH:72][cH:73][cH:74]2)[cH:75][cH:76][cH:77][cH:78][cH:79]1.[n:19]1[cH:20][n:21][cH:22][c:23]([B:25]([OH:26])[OH:27])[cH:24]1>>[c:2]1(-[c:23]2[cH:22][n:21][cH:20][n:19][cH:24]2)[cH:3][c:4]2[n:5][c:6]([Cl:18])[n:7][c:8]([N:12]3[CH2:13][CH2:14][O:15][CH2:16][CH2:17]3)[c:9]2[n:10][cH:11]1. Reactants: ClC1=NC(=CC=C1C#N)C (2-Chloro-3-cyano-6-methyl pyridine), C(CS)(=O)OC (methyl thioglycolate), CN(C)C=O (DMF), [OH-].[K+] (KOH). Solvent: O (H2O). Yields the product NC1=C(SC2=NC=C(C=C21)C)C(=O)OC (Methyl 3-amino-5-methyl-thieno[2,3-b]pyridine-2-carboxylate). Yield: 79.0%. As a reaction SMILES: Cl[C:2]1[C:7]([C:8]#[N:9])=[CH:6][CH:5]=[C:4](C)[N:3]=1.[C:11]([O:15][CH3:16])(=[O:14])[CH2:12][SH:13].[OH-].[K+].[CH3:19]N(C=O)C>O>[NH2:9][C:8]1[C:7]2[C:2](=[N:3][CH:4]=[C:5]([CH3:19])[CH:6]=2)[S:13][C:12]=1[C:11]([O:15][CH3:16])=[O:14] |f:2.3|. Reported procedure: 2-Chloro-3-cyano-6-methyl pyridine (1.5 g, 9.8 mmol) and methyl thioglycolate (0.88 mL, 9.8 mmol) were dissolved in DMF (7 mL). To the solution was added 1.0 g KOH in 5 mL H2O over 30 min. The reaction was then quenched by the addition of ice water, and the product collected by filtration to yield 1.72 g (79%) of the title compound: 1H NMR (300 MHz, CDCl3) δ 2.88 (s, 3H), 3.91 (s, 3H), 5.90 (br s, 2H), 7.17 (d, 1H), 7.82 (d, 1H), The reactants are C(C)(C)(C)OC(=O)N1C(=CC=C1)C1=CC(=CC=C1)[N+](=O)[O-] (2-(3-Nitro-phenyl)-pyrrole-1-carboxylic acid tert-butyl ester). Reagents/catalysts: [Pt] (Platinum on charcoal). Solvent: C(C)O (ethanol). Reaction conditions: time 4 day. Product: C(C)(C)(C)OC(=O)N1C(CCC1)C1=CC(=CC=C1)N (2-(3-Amino-phenyl)-pyrrolidine-1-carboxylic acid tert-butyl ester). Isolated yield 61.6%. Reaction SMILES: [C:1]([O:5][C:6]([N:8]1[CH:12]=[CH:11][CH:10]=[C:9]1[C:13]1[CH:18]=[CH:17][CH:16]=[C:15]([N+:19]([O-])=O)[CH:14]=1)=[O:7])([CH3:4])([CH3:3])[CH3:2]>C(O)C.[Pt]>[C:1]([O:5][C:6]([N:8]1[CH2:12][CH2:11][CH2:10][CH:9]1[C:13]1[CH:18]=[CH:17][CH:16]=[C:15]([NH2:19])[CH:14]=1)=[O:7])([CH3:4])([CH3:2])[CH3:3]. Procedure details: The product of Step 1 (7.5 g, 26.01 mmol), was dissolved in ethanol (125 ml), and treated with 5 wt % Platinum on charcoal (750 mg), and stirred under 1 atm of H2 for 4 days. The reaction was filtered and the filtrate evaporated in vacuo. The residue was purified by silica gel chromatography eluting with a mixture of ether/dichloromethane (5:95) to afford the title compound (4.2 g, 62%); MS (ES+) m/e 263 [M+H]+. The reactants are C(C)C=1C(=NC=NC1N1CCC(CC1)C=1N(C=C(N1)C1=CC(=C(C=C1)F)C(F)(F)F)CCN1CC(C1)F)N (5-ethyl-6-(4-(4-(4-fluoro-3-(trifluoromethyl)phenyl)-1-(2-(3-fluoroazetidin-1-yl)ethyl)-1H-imidazol-2-yl)piperidin-1-yl)pyrimidin-4-amine), FC1(CN(C1)CCN1C(=NC(=C1)C1=CC(=C(C=C1)F)C(F)(F)F)C1CCNCC1)F (4-(1-(2-(3,3-difluoroazetidin-1-yl)ethyl)-4-(4-fluoro-3-(trifluoromethyl)phenyl)-1H-imidazol-2-yl)piperidine). Yields the product FC1(CN(C1)CCN1C(=NC(=C1)C1=CC(=C(C=C1)F)C(F)(F)F)C1CCN(CC1)C1=C(C(=NC=N1)N)CC)F (6-(4-(1-(2-(3,3-difluoroazetidin-1-yl)ethyl)-4-(4-fluoro-3-(trifluoromethyl)phenyl)-1H-imidazol-2-yl)piperidin-1-yl)-5-ethylpyrimidin-4-amine). As a reaction SMILES: [CH2:1]([C:3]1[C:4]([NH2:38])=[N:5][CH:6]=[N:7][C:8]=1[N:9]1[CH2:14][CH2:13][CH:12]([C:15]2[N:16]([CH2:31][CH2:32][N:33]3[CH2:36][CH:35]([F:37])[CH2:34]3)[CH:17]=[C:18]([C:20]3[CH:25]=[CH:24][C:23]([F:26])=[C:22]([C:27]([F:30])([F:29])[F:28])[CH:21]=3)[N:19]=2)[CH2:11][CH2:10]1)[CH3:2].[F:39]C1(F)CN(CCN2C=C(C3C=CC(F)=C(C(F)(F)F)C=3)N=C2C2CCNCC2)C1>>[F:37][C:35]1([F:39])[CH2:34][N:33]([CH2:32][CH2:31][N:16]2[CH:17]=[C:18]([C:20]3[CH:25]=[CH:24][C:23]([F:26])=[C:22]([C:27]([F:28])([F:30])[F:29])[CH:21]=3)[N:19]=[C:15]2[CH:12]2[CH2:11][CH2:10][N:9]([C:8]3[N:7]=[CH:6][N:5]=[C:4]([NH2:38])[C:3]=3[CH2:1][CH3:2])[CH2:14][CH2:13]2)[CH2:36]1. Procedure details: The title compound was prepared in an analogous manner as 5-ethyl-6-(4-(4-(4-fluoro-3-(trifluoromethyl)phenyl)-1-(2-(3-fluoroazetidin-1-yl)ethyl)-1H-imidazol-2-yl)piperidin-1-yl)pyrimidin-4-amine using 4-(1-(2-(3,3-difluoroazetidin-1-yl)ethyl)-4-(4-fluoro-3-(trifluoromethyl)phenyl)-1H-imidazol-2-yl)piperidine instead of 4-[1-[2-(3-Fluoro-azetidin-1-yl)-ethyl]-4-(4-fluoro-3-trifluoromethyl-phenyl)-1H-imidazol-2-yl]-piperidine. Reactants: C1(=CC=CC=C1)C(N1C=NC(=C1)CCCO)(C1=CC=CC=C1)C1=CC=CC=C1 (3-(1-triphenylmethyl-1H-imidazol-4-yl)propanol), BrCCC (bromopropane). Yields the product C(CC)OCCCC=1N=CNC1 (3-(1H-Imidazol-4-yl)propyl propyl ether). Reaction SMILES: C1(C(C2C=CC=CC=2)(C2C=CC=CC=2)[N:8]2[CH:12]=[C:11]([CH2:13][CH2:14][CH2:15][OH:16])[N:10]=[CH:9]2)C=CC=CC=1.Br[CH2:30][CH2:31][CH3:32]>>[CH2:30]([O:16][CH2:15][CH2:14][CH2:13][C:11]1[N:10]=[CH:9][NH:8][CH:12]=1)[CH2:31][CH3:32]. Reported procedure: 5 mmol of 3-(1-triphenylmethyl-1H-imidazol-4-yl)propanol and 5 mmol of bromopropane are treated as described in Example 5. The title compound is crystallized in the form of hydrogen oxalate from ethanol and diethyl ether. As a reaction SMILES: I[C:2]1[CH:12]=[CH:11][C:5]([C:6]([O:8][CH2:9][CH3:10])=[O:7])=[CH:4][CH:3]=1.C([Mg]Cl)(C)C.[Cl-].[Li+].[CH3:20][C:21]1([CH3:28])[CH2:24][CH:23]([C:25](Cl)=[O:26])[CH2:22]1>O1CCCC1.[Cu]I>[CH3:20][C:21]1([CH3:28])[CH2:24][CH:23]([C:25]([C:2]2[CH:12]=[CH:11][C:5]([C:6]([O:8][CH2:9][CH3:10])=[O:7])=[CH:4][CH:3]=2)=[O:26])[CH2:22]1 |f:1.2.3|. Isolated yield 83.3%. Conditions: temperature -40 celsius, time 1 hour. Solvent: O1CCCC1 (tetrahydrofuran), O1CCCC1 (tetrahydrofuran). The product is CC1(CC(C1)C(=O)C1=CC=C(C(=O)OCC)C=C1)C (ethyl 4-(3,3-dimethylcyclobutanecarbonyl)benzoate). Starting materials: IC1=CC=C(C(=O)OCC)C=C1 (ethyl 4-iodobenzoate), C(C)(C)[Mg]Cl.[Cl-].[Li+] (isopropylmagnesium chloride lithium chloride), CC1(CC(C1)C(=O)Cl)C (3,3-dimethylcyclobutanecarbonylchloride). Reagents/catalysts: [Cu]I (Copper(I) iodide). Procedure: To a −40° C. solution of ethyl 4-iodobenzoate (2.30 g, 8.30 mmol) in tetrahydrofuran (20 mL) was added isopropylmagnesium chloride-lithium chloride (7.1 mL, 1.3 M in THF, 9.2 mmol) dropwise. The mixture was stirred for 1 hour at −40° C. Copper(I) iodide (476 mg, 2.50 mmol) was then added and the reaction was allowed to warm to −10° C. and stir for 20 minutes. The solution was cooled again to −40° C. and a solution of the previously prepared 3,3-dimethylcyclobutanecarbonylchloride (1.54 g, 10.5 m... Starting materials: Clc1ncc(Br)cn1, O=C([O-])[O-], CN(C)C=O, Cn1cc(B2OC(C)(C)C(C)(C)O2)cn1, [K+], [K+]. The product is Cn1cc(-c2cnc(Cl)nc2)cn1. As a reaction SMILES: [Br:1][c:2]1[cH:3][n:4][c:5]([Cl:8])[n:6][cH:7]1.[C:24](=[O:25])([O-:26])[O-:27].[CH3:30][N:31]([CH3:32])[CH:33]=[O:34].[CH3:9][n:10]1[n:11][cH:12][c:13]([B:15]2[O:16][C:17]([CH3:18])([CH3:19])[C:20]([CH3:21])([CH3:22])[O:23]2)[cH:14]1.[K+:28].[K+:29]>>[c:2]1(-[c:13]2[cH:12][n:11][n:10]([CH3:9])[cH:14]2)[cH:3][n:4][c:5]([Cl:8])[n:6][cH:7]1. The reactants are COC1=CC=2C[C@H]([C@H]3[C@@H]4CC[C@@H]([C@@]4(C)CC[C@@H]3C2C=C1)O)CC=C (3-methoxy-7α-(2-propenyl)estra-1,3,5(10)-trien-17β-ol), FC(CCCCCC(C(=O)OCC)CCCCCC=C)(C(F)(F)F)F (ethyl 2-(6,6,7,7,7-pentafluoroheptyl)-8-nonenoate). Product: OC1=CC=2C[C@H]([C@H]3[C@@H]4CC[C@@H]([C@@]4(C)CC[C@@H]3C2C=C1)O)CCCCCCCCC(C(=O)O)CCCCCC(C(F)(F)F)(F)F (10-[3,17β-dihydroxyestra-1,3,5(10)-trien-7α-yl]-2-(6,6,7,7,7-pentafluoroheptyl)decanoic acid). As a reaction SMILES: C[O:2][C:3]1[CH:20]=[CH:19][C:18]2[C@@H:17]3[C@H:8]([C@H:9]4[C@@:13]([CH2:15][CH2:16]3)([CH3:14])[C@@H:12]([OH:21])[CH2:11][CH2:10]4)[C@H:7]([CH2:22]C=C)[CH2:6][C:5]=2[CH:4]=1.[F:25][C:26]([F:49])([C:45]([F:48])([F:47])[F:46])[CH2:27][CH2:28][CH2:29][CH2:30][CH2:31][CH:32]([CH2:38][CH2:39][CH2:40][CH2:41][CH2:42][CH:43]=[CH2:44])[C:33]([O:35]CC)=[O:34]>>[OH:2][C:3]1[CH:20]=[CH:19][C:18]2[C@@H:17]3[C@H:8]([C@H:9]4[C@@:13]([CH2:15][CH2:16]3)([CH3:14])[C@@H:12]([OH:21])[CH2:11][CH2:10]4)[C@H:7]([CH2:22][CH2:44][CH2:43][CH2:42][CH2:41][CH2:40][CH2:39][CH2:38][CH:32]([CH2:31][CH2:30][CH2:29][CH2:28][CH2:27][C:26]([F:25])([F:49])[C:45]([F:46])([F:47])[F:48])[C:33]([OH:35])=[O:34])[CH2:6][C:5]=2[CH:4]=1. Procedure: Starting with the 3-methoxy-7α-(2-propenyl)estra-1,3,5(10)-trien-17β-ol prepared in Example 13 and ethyl 2-(6,6,7,7,7-pentafluoroheptyl)-8-nonenoate prepared separately, the same procedure as shown in Example 13 was repeated to give 10-[3,17β-dihydroxyestra-1,3,5(10)-trien-7α-yl]-2-(6,6,7,7,7-pentafluoroheptyl)decanoic acid.